From a dataset of the Open Reaction Database (ORD), a public repository of structured organic reaction records. describe an organic reaction: reactants, conditions, products, and yield Reported procedure: Beginning with 10 mg (0.0437 mMol) 5-amino-3-(1-methyl-piperidin-4-yl)-1H-indole and 4.97 mg (0.0458 mMol) ethyl chloroformate, 11.1 mg (84%) of the title compound were recovered. Yield: 84.3%. Yields the product C(C)OC(=O)NC=1C=C2C(=CNC2=CC1)C1CCN(CC1)C (5-(ethoxycarbonyl)amino-3-(1-methylpiperidin-4-yl)-1H-indole). As a reaction SMILES: [NH2:1][C:2]1[CH:3]=[C:4]2[C:8](=[CH:9][CH:10]=1)[NH:7][CH:6]=[C:5]2[CH:11]1[CH2:16][CH2:15][N:14]([CH3:17])[CH2:13][CH2:12]1.Cl[C:19]([O:21][CH2:22][CH3:23])=[O:20]>>[CH2:22]([O:21][C:19]([NH:1][C:2]1[CH:3]=[C:4]2[C:8](=[CH:9][CH:10]=1)[NH:7][CH:6]=[C:5]2[CH:11]1[CH2:16][CH2:15][N:14]([CH3:17])[CH2:13][CH2:12]1)=[O:20])[CH3:23]. Starting materials: NC=1C=C2C(=CNC2=CC1)C1CCN(CC1)C (5-amino-3-(1-methyl-piperidin-4-yl)-1H-indole), ClC(=O)OCC (ethyl chloroformate). Starting materials: Cl (hydrochloric acid), alkoxide, [H-].[Na+] (sodium hydride), C(C=C)O (allyl alcohol), OCC1=CC=C(C(=O)OC)C=C1 (methyl 4-hydroxymethylbenzoate). Conditions: time 6 hour. Product: OCC1=CC=C(C(=O)OCC=C)C=C1 (allyl 4-hydroxymethylbenzoate). The yield is 93.0%. RXN SMILES: [H-].[Na+].[OH:3][CH2:4][C:5]1[CH:14]=[CH:13][C:8]([C:9]([O:11][CH3:12])=[O:10])=[CH:7][CH:6]=1.Cl.[CH2:16](O)[CH:17]=C>>[OH:3][CH2:4][C:5]1[CH:6]=[CH:7][C:8]([C:9]([O:11][CH2:12][CH:16]=[CH2:17])=[O:10])=[CH:13][CH:14]=1 |f:0.1|. Procedure details: To an alkoxide solution prepared from sodium hydride (60% in oil, 1.60 g, 40.0 mmol) and allyl alcohol (100 mL) was added methyl 4-hydroxymethylbenzoate (3.32 g, 20.0 mmol) under ice-cooling. The resulting mixture was stirred at room temperature for 6 h, adjusted with 1N hydrochloric acid to pH 3, and then concentrated under reduced pressure. To the residue was added ethyl acetate (150 mL), and the mixture was washed successively with 1N hydrochloric acid, saturated aqueous sodium hydrogencarbon...